From a dataset of the Open Reaction Database (ORD), a public repository of structured organic reaction records. describe an organic reaction: reactants, conditions, products, and yield Reactants: CC(=O)O, CCO, [H][H], CCC(N=[N+]=[N-])C1CCCO1. Yields the product CCC(N)C1CCCO1. Reaction SMILES: [C:17]([OH:18])(=[O:19])[CH3:20].[CH3:14][CH2:15][OH:16].[H:12][H:13].[N:1](=[N+:2]=[N-:3])[CH:4]([CH2:5][CH3:6])[CH:7]1[O:8][CH2:9][CH2:10][CH2:11]1>>[NH2:1][CH:4]([CH2:5][CH3:6])[CH:7]1[O:8][CH2:9][CH2:10][CH2:11]1. Reactants: COc1cccc(C(O)(C(=O)OC2CN3CCC2CC3)c2cccc(OC)c2)c1, COc1cccc(C(O)(C(=O)O)c2cccc(OC)c2)c1, COc1ccc(C(O)(C(=O)O)c2ccccc2)cc1. Product: COc1ccc(C(O)(C(=O)OC2CN3CCC2CC3)c2ccccc2)cc1. As a reaction SMILES: [N:1]12[CH2:2][CH:3]([O:9][C:10](=[O:11])[C:12]([OH:13])([c:14]3[cH:15][cH:16][cH:17][c:18]([O:19][CH3:20])[cH:21]3)[c:22]3[cH:23][cH:24][cH:25][c:26]([O:27][CH3:28])[cH:29]3)[CH:4]([CH2:5][CH2:6]1)[CH2:7][CH2:8]2.[OH:30][C:31]([c:32]1[cH:33][cH:34][cH:35][c:36]([O:37][CH3:38])[cH:39]1)([c:40]1[cH:41][cH:42][cH:43][c:44]([O:45][CH3:46])[cH:47]1)[C:48]([OH:49])=[O:50].[OH:51][C:52]([C:53](=[O:54])[OH:55])([c:56]1[cH:57][cH:58][cH:59][cH:60][cH:61]1)[c:62]1[cH:63][cH:64][c:65]([O:68][CH3:69])[cH:66][cH:67]1>>[N:1]12[CH2:2][CH:3]([O:54][C:53]([C:52]([OH:51])([c:56]3[cH:57][cH:58][cH:59][cH:60][cH:61]3)[c:62]3[cH:63][cH:64][c:65]([O:68][CH3:69])[cH:66][cH:67]3)=[O:55])[CH:4]([CH2:5][CH2:6]1)[CH2:7][CH2:8]2. Starting materials: CN1CC(c2ccccc2)C2(CCCN(C(=O)C(CCOc3ccccc3)NC(=O)C(C)(C)NC(=O)OC(C)(C)C)C2)C1=O, ClCCl, O=C(O)C(F)(F)F. Yields the product CN1CC(c2ccccc2)C2(CCCN(C(=O)C(CCOc3ccccc3)NC(=O)C(C)(C)N)C2)C1=O. RXN SMILES: [CH3:1][C:2]([C:3](=[O:4])[NH:5][CH:6]([C:7](=[O:8])[N:9]1[CH2:10][C:11]2([CH:12]([c:18]3[cH:19][cH:20][cH:21][cH:22][cH:23]3)[CH2:13][N:14]([CH3:17])[C:15]2=[O:16])[CH2:24][CH2:25][CH2:26]1)[CH2:27][CH2:28][O:29][c:30]1[cH:31][cH:32][cH:33][cH:34][cH:35]1)([CH3:36])[NH:37][C:38](=[O:39])[O:40][C:41]([CH3:42])([CH3:43])[CH3:44].[Cl:52][CH2:53][Cl:54].[F:45][C:46]([F:47])([F:48])[C:49]([OH:50])=[O:51]>>[CH3:1][C:2]([C:3](=[O:4])[NH:5][CH:6]([C:7](=[O:8])[N:9]1[CH2:10][C:11]2([CH:12]([c:18]3[cH:19][cH:20][cH:21][cH:22][cH:23]3)[CH2:13][N:14]([CH3:17])[C:15]2=[O:16])[CH2:24][CH2:25][CH2:26]1)[CH2:27][CH2:28][O:29][c:30]1[cH:31][cH:32][cH:33][cH:34][cH:35]1)([CH3:36])[NH2:37]. Run in O1CCCC1 (tetrahydrofuran), O1CCCC1 (tetrahydrofuran). The reactants are C(C)(C)(C)OC(=O)N(C1(CC1)CC(=O)OC)C (Methyl {1-[(tert-butoxycarbonyl)(methyl)amino]cyclopropyl}acetate), [BH4-].[Li+] (lithium borohydride), O (water), C([O-])([O-])=O.[Na+].[Na+] (sodium carbonate). Run at time 20 minute. As a reaction SMILES: [BH4-].[Li+].[C:3]([O:7][C:8]([N:10]([CH3:19])[C:11]1([CH2:14][C:15](OC)=[O:16])[CH2:13][CH2:12]1)=[O:9])([CH3:6])([CH3:5])[CH3:4].O.C(=O)([O-])[O-].[Na+].[Na+]>O1CCCC1>[OH:16][CH2:15][CH2:14][C:11]1([N:10]([CH3:19])[C:8](=[O:9])[O:7][C:3]([CH3:4])([CH3:6])[CH3:5])[CH2:12][CH2:13]1 |f:0.1,4.5.6|. The product is OCCC1(CC1)N(C(OC(C)(C)C)=O)C (tert-Butyl 1-(2-hydroxyethyl)cyclopropyl(methyl)carbamate). Procedure: Over 20 minutes, 20 ml of 2M lithium borohydride in tetrahydrofuran is poured, at 20° C., into a mixture containing 4.86 g of the product obtained in Step 4 and 20 ml of tetrahydrofuran. After stirring for 20 hours at ambient temperature and then for 1 hour at reflux, the mixture is cooled to 5° C. and then hydrolysed using a mixture containing 8 ml of water and 4 ml of 10% aqueous sodium carbonate solution. The aqueous phase is extracted several times with ether. After customary treatment, chro... Starting materials: C(C1=CC=CC=C1)N1C(C=2N=CN([C@H]3[C@H](O)[C@H](O)[C@@H](CO)O3)C2N=C1)=O (1-benzylinosine), C(C1=CC=CC=C1)(C1=CC=CC=C1)(C1=CC=CC=C1)Cl (trityl chloride), C(C1=CC=CC=C1)(C1=CC=CC=C1)(C1=CC=CC=C1)Cl (trityl chloride), C(Cl)(Cl)Cl (chloroform), C(C)O (ethanol). Solvent: N1=CC=CC=C1 (pyridine). Reaction conditions: time 8 hour. Yields the product C(C1=CC=CC=C1)(C1=CC=CC=C1)(C1=CC=CC=C1)OC[C@@H]1[C@H]([C@H]([C@@H](O1)N1C=NC=2C(=O)N(C=NC12)CC1=CC=CC=C1)O)O (5'-O-trityl-1-benzylinosine). The yield is 90.0%. As a reaction SMILES: [CH2:1]([N:8]1[CH:25]=[N:24][C:23]2[N:13]([C@@H:14]3[O:22][C@H:19]([CH2:20][OH:21])[C@@H:17]([OH:18])[C@H:15]3[OH:16])[CH:12]=[N:11][C:10]=2[C:9]1=[O:26])[C:2]1[CH:7]=[CH:6][CH:5]=[CH:4][CH:3]=1.[C:27](Cl)([C:40]1[CH:45]=[CH:44][CH:43]=[CH:42][CH:41]=1)([C:34]1[CH:39]=[CH:38][CH:37]=[CH:36][CH:35]=1)[C:28]1[CH:33]=[CH:32][CH:31]=[CH:30][CH:29]=1.C(Cl)(Cl)Cl.C(O)C>N1C=CC=CC=1>[C:27]([O:21][CH2:20][C@H:19]1[O:22][C@@H:14]([N:13]2[C:23]3[N:24]=[CH:25][N:8]([CH2:1][C:2]4[CH:7]=[CH:6][CH:5]=[CH:4][CH:3]=4)[C:9](=[O:26])[C:10]=3[N:11]=[CH:12]2)[C@H:15]([OH:16])[C@@H:17]1[OH:18])([C:28]1[CH:33]=[CH:32][CH:31]=[CH:30][CH:29]=1)([C:40]1[CH:41]=[CH:42][CH:43]=[CH:44][CH:45]=1)[C:34]1[CH:35]=[CH:36][CH:37]=[CH:38][CH:39]=1. Procedure: A mixture of 1-benzylinosine (3.58 g, 10 mmol) and trityl chloride (3.3 g, 12 mmol) in pyridine (50 mL is stirred overnight at room temperature. An additional amount of trityl chloride (3.3 g) is charged on the second and third days. The reaction is monitored by thin layer chromatography on silica gel plates using a mixture of chloroform and ethanol (10:1 v/v) as the developing solvent. After all the starting material is consumed, the mixture is concentrated in vacuo, and the residue coevaporate... Starting materials: C(C)(C)(C)OC(=O)N1[C@@H](CC(C1)=NOC)C(=O)O ((2S,4EZ)-1-(tert-butoxycarbonyl)-4-(methoxyimino)-2-pyrrolidinecarboxylic acid), C1(=CC=C(C=C1)S(=O)(=O)Cl)C1=CC=CC=C1 ([1,1′-biphenyl]-4-sulfonyl chloride), NCC(O)C1=CC2=CC=CC=C2C=C1 ((1RS)-2-amino-1-(2-naphthyl)ethanol). Product: C1(=CC=C(C=C1)S(=O)(=O)N1[C@@H](CC(C1)=NOC)C(=O)NCC(C1=CC2=CC=CC=C2C=C1)O)C1=CC=CC=C1 ((2S,4EZ)-1-([1,1′-biphenyl]-4-ylsulfonyl)-N-[(2RS)-2-hydroxy-2-(2-naphthyl)ethyl]-4-(methoxyimino)-2-pyrrolidinecarboxamide). As a reaction SMILES: C(OC([N:8]1[CH2:12][C:11](=[N:13][O:14][CH3:15])[CH2:10][C@H:9]1[C:16]([OH:18])=O)=O)(C)(C)C.[C:19]1([C:29]2[CH:34]=[CH:33][CH:32]=[CH:31][CH:30]=2)[CH:24]=[CH:23][C:22]([S:25](Cl)(=[O:27])=[O:26])=[CH:21][CH:20]=1.[NH2:35][CH2:36][CH:37]([C:39]1[CH:48]=[CH:47][C:46]2[C:41](=[CH:42][CH:43]=[CH:44][CH:45]=2)[CH:40]=1)[OH:38]>>[C:19]1([C:29]2[CH:34]=[CH:33][CH:32]=[CH:31][CH:30]=2)[CH:24]=[CH:23][C:22]([S:25]([N:8]2[CH2:12][C:11](=[N:13][O:14][CH3:15])[CH2:10][C@H:9]2[C:16]([NH:35][CH2:36][CH:37]([OH:38])[C:39]2[CH:48]=[CH:47][C:46]3[C:41](=[CH:42][CH:43]=[CH:44][CH:45]=3)[CH:40]=2)=[O:18])(=[O:27])=[O:26])=[CH:21][CH:20]=1. Reported procedure: Following the general method as outlined in Example 22, starting from (2S,4EZ)-1-(tert-butoxycarbonyl)-4-(methoxyimino)-2-pyrrolidinecarboxylic acid, [1,1′-biphenyl]-4-sulfonyl chloride, and (1RS)-2-amino-1-(2-naphthyl)ethanol, the title compound was obtained in 77% purity by HPLC. MS(ESI+): m/z=544. Starting materials: N1=CC(=CC=C1)N1C=CC2=CC=CC=C12.C1(=CC=CC=C1)S(=O)(=O)OCCC (N-(3-pyridyl)indole 3-propyl benzenesulfonate), SCC(=O)OCC (ethyl mercaptoacetate), oil, [H-].[Na+] (sodium hydride). Run in CN(C=O)C (dimethylformamide), CN(C=O)C (dimethylformamide), O (water). Conditions: time 15 hour. Yields the product C(C)OC(=O)CSCCCC1=CN(C2=CC=CC=C12)C=1C=NC=CC1 (3-[3-(ethoxycarbonylmethylthio)propyl]-N-(3-pyridyl)indole). As a reaction SMILES: [SH:1][CH2:2][C:3]([O:5][CH2:6][CH3:7])=[O:4].[H-].[Na+].[N:10]1[CH:15]=[CH:14][CH:13]=[C:12]([N:16]2[C:24]3[C:19](=[CH:20][CH:21]=[CH:22][CH:23]=3)[CH:18]=[CH:17]2)[CH:11]=1.[C:25]1(S(OCCC)(=O)=O)[CH:30]=CC=C[CH:26]=1>CN(C)C=O.O>[CH2:6]([O:5][C:3]([CH2:2][S:1][CH2:26][CH2:25][CH2:30][C:18]1[C:19]2[C:24](=[CH:23][CH:22]=[CH:21][CH:20]=2)[N:16]([C:12]2[CH:11]=[N:10][CH:15]=[CH:14][CH:13]=2)[CH:17]=1)=[O:4])[CH3:7] |f:1.2,3.4|. Reported procedure: A solution of 0.36 g of ethyl mercaptoacetate in 20 ml of dimethylformamide is treated with 0.145 g of a 50% oil dispersion of sodium hydride at room temperature under nitrogen for 15 minutes. A solution of 1.13 g of N-(3-pyridyl)indole-3-propyl benzenesulfonate in 5 ml of dimethylformamide is added at room temperature. The reaction mixture is stirred for 15 hours, diluted with 100 ml of water and extracted 4 times with 50 ml of ethyl ether. The organic extracts are washed with 50 ml of water an... Starting materials: CON(C(=O)C=1N=CN(C1)C1=CC(=CC=C1)C=1C(=NC=CC1)Cl)C (1-[3-(2-Chloro-pyridin-3-yl)-phenyl]-1H-imidazole-4-carboxylic acid methoxy-methyl-amide), BrC1=NC=CC(=C1)C (2-bromo-4-methylpyridine). Yields the product ClC1=NC=CC=C1C=1C=C(C=CC1)N1C=NC(=C1)C(=O)C1=NC=CC(=C1)C ({1-[3-(2-Chloro-pyridin-3-yl)-phenyl]-1H-imidazol-4-yl}-(4-methyl-pyridin-2-yl)-methanone). As a reaction SMILES: CON(C)[C:4]([C:6]1[N:7]=[CH:8][N:9]([C:11]2[CH:16]=[CH:15][CH:14]=[C:13]([C:17]3[C:18]([Cl:23])=[N:19][CH:20]=[CH:21][CH:22]=3)[CH:12]=2)[CH:10]=1)=[O:5].Br[C:26]1[CH:31]=[C:30]([CH3:32])[CH:29]=[CH:28][N:27]=1>>[Cl:23][C:18]1[C:17]([C:13]2[CH:12]=[C:11]([N:9]3[CH:10]=[C:6]([C:4]([C:26]4[CH:31]=[C:30]([CH3:32])[CH:29]=[CH:28][N:27]=4)=[O:5])[N:7]=[CH:8]3)[CH:16]=[CH:15][CH:14]=2)=[CH:22][CH:21]=[CH:20][N:19]=1. Reported procedure: This compound is prepared by method C using compound 12l and 2-bromo-4-methylpyridine